This data is from the Open Reaction Database (ORD), a public repository of structured organic reaction records. The task is: describe an organic reaction: reactants, conditions, products, and yield Reactants: C([O-])(O)=O.[Na+] (Sodium bicarbonate), C(C1=CC=CC=C1)OC(=O)N[C@@H](CCCCN)C(=O)O (benzyloxycarbonyl-L-lysine), C1(CCCCC1)N=C=NC1CCCCC1 (dicyclohexylcarbodiimide), C1=CC(=CC=C1[N+](=O)[O-])O (p-nitrophenol). Solvent: C(C)(=O)OCC (ethyl acetate). Yields the product C(C1=CC=CC=C1)OC(=O)N[C@@H](CCCCN)C(=O)N (benzyloxycarbonyl-L-lysine amide). As a reaction SMILES: [CH2:1]([O:8][C:9]([NH:11][C@H:12]([C:18]([OH:20])=O)[CH2:13][CH2:14][CH2:15][CH2:16][NH2:17])=[O:10])[C:2]1[CH:7]=[CH:6][CH:5]=[CH:4][CH:3]=1.C1C([N+:27]([O-])=O)=CC=C(O)C=1.C1(N=C=NC2CCCCC2)CCCCC1.C(=O)(O)[O-].[Na+]>C(OCC)(=O)C>[CH2:1]([O:8][C:9]([NH:11][C@H:12]([C:18]([NH2:27])=[O:20])[CH2:13][CH2:14][CH2:15][CH2:16][NH2:17])=[O:10])[C:2]1[CH:3]=[CH:4][CH:5]=[CH:6][CH:7]=1 |f:3.4|. Procedure: Na -t-butyloxycarbonyl-Ne -benzyloxycarbonyl-L-lysine was dissolved in ethyl acetate and esterified with p-nitrophenol using dicyclohexylcarbodiimide as a coupling agent. Sodium bicarbonate (10%) was added and the product extracted into the organic layer and crystallized from solution, then added to aqueous ammonium hydroxide to form Na -t-butyloxycarbonyl-Ne -benzyloxycarbonyl-L-lysine amide. Product: O=C(O)c1ccc2oc3ccccc3c2c1. As a reaction SMILES: [Ag+:22].[N+:18]([O-:19])([O-:20])=[O:21].[Na+:17].[OH-:16].[cH:1]1[c:2]([CH:14]=[O:15])[cH:3][cH:4][c:5]2[o:6][c:7]3[c:8]([c:9]12)[cH:10][cH:11][cH:12][cH:13]3>>[cH:1]1[c:2]([C:14](=[O:15])[OH:16])[cH:3][cH:4][c:5]2[o:6][c:7]3[c:8]([c:9]12)[cH:10][cH:11][cH:12][cH:13]3. Starting materials: [Ag+], O=[N+]([O-])[O-], [Na+], [OH-], O=Cc1ccc2oc3ccccc3c2c1. Reaction SMILES: [F:1][C:2]1[CH:3]=[C:4]2[C:9](=[C:10]([F:13])[C:11]=1F)[N:8]1[CH:14]([CH3:16])[S:15][C:7]1=[C:6]([C:17]([O:19][CH2:20][CH3:21])=[O:18])[C:5]2=[O:22].Cl.[F:24][C:25]([F:35])([F:34])[C:26]([NH:28][C@H:29]1[CH2:33][CH2:32][NH:31][CH2:30]1)=[O:27].C1CCN2C(=NCCC2)CC1>CN(C)C=O>[F:1][C:2]1[CH:3]=[C:4]2[C:9](=[C:10]([F:13])[C:11]=1[N:31]1[CH2:32][CH2:33][C@H:29]([NH:28][C:26](=[O:27])[C:25]([F:35])([F:34])[F:24])[CH2:30]1)[N:8]1[CH:14]([CH3:16])[S:15][C:7]1=[C:6]([C:17]([O:19][CH2:20][CH3:21])=[O:18])[C:5]2=[O:22] |f:1.2|. Conditions: time 5 hour. Starting materials: FC=1C=C2C(C(=C3N(C2=C(C1F)F)C(S3)C)C(=O)OCC)=O (ethyl 6,7,8-trifluoro-1-methyl-4-oxo-1H,4H-[1,3]thiazeto[3,2-a]quinoline-3-carboxylate), Cl.FC(C(=O)N[C@@H]1CNCC1)(F)F ((S)-3-trifluoroacetylaminopyrrolidine hydrochloride), C1CCC2=NCCCN2CC1 (1.8-diazabicyclo[5,4,0]-7-undecene). Solvent: CN(C=O)C (N,N-dimethylformamide). Procedure: A mixture of 1.34 g of ethyl 6,7,8-trifluoro-1-methyl-4-oxo-1H,4H-[1,3]thiazeto[3,2-a]quinoline-3-carboxylate, 2.66 g of (S)-3-trifluoroacetylaminopyrrolidine hydrochloride [[α]D20 -28.6° (c=1, MeOH)], 1.80 g of 1.8-diazabicyclo[5,4,0]-7-undecene and 30 ml of N,N-dimethylformamide was stirred at room temperature for 5 hours. The reaction mixture was concentrated in vacuo, and water was added to the residue. The precipitate was collected by filtration and was chromatographed on silica gel using c... Yields the product FC=1C=C2C(C(=C3N(C2=C(C1N1C[C@H](CC1)NC(C(F)(F)F)=O)F)C(S3)C)C(=O)OCC)=O (Ethyl 6,8-difluoro-1-methyl-4-oxo-7-((S)-3-trifluoroacetylamino-1-pyrrolidinyl)-1H,4H-[1,3]thiazeto[3,2-a]quinoline-3-carboxylate). Starting materials: CCCP(=O)(O)O, CC(C)(C)N, CO, CCN(C(C)C)C(C)C, ClCCl, COc1cc(-c2nc3ccc(N4CCN5CCC4CC5)cc3c(=O)n2CC(=O)O)ccc1F. The product is COc1cc(-c2nc3ccc(N4CCN5CCC4CC5)cc3c(=O)n2CC(=O)NC(C)(C)C)ccc1F. Reaction SMILES: [CH2:48]([P:49]([OH:50])(=[O:51])[OH:52])[CH2:53][CH3:54].[CH3:34][C:35]([CH3:36])([CH3:37])[NH2:38].[CH3:58][OH:59].[CH:39]([N:40]([CH2:41][CH3:42])[CH:43]([CH3:44])[CH3:45])([CH3:46])[CH3:47].[Cl:55][CH2:56][Cl:57].[N:1]12[CH2:2][CH2:3][N:4]([c:10]3[cH:11][c:12]4[c:13](=[O:33])[n:14]([CH2:29][C:30](=[O:31])[OH:32])[c:15](-[c:20]5[cH:21][c:22]([O:27][CH3:28])[c:23]([F:26])[cH:24][cH:25]5)[n:16][c:17]4[cH:18][cH:19]3)[CH:5]([CH2:6][CH2:7]1)[CH2:8][CH2:9]2>>[N:1]12[CH2:2][CH2:3][N:4]([c:10]3[cH:11][c:12]4[c:13](=[O:33])[n:14]([CH2:29][C:30](=[O:32])[NH:38][C:35]([CH3:34])([CH3:36])[CH3:37])[c:15](-[c:20]5[cH:21][c:22]([O:27][CH3:28])[c:23]([F:26])[cH:24][cH:25]5)[n:16][c:17]4[cH:18][cH:19]3)[CH:5]([CH2:6][CH2:7]1)[CH2:8][CH2:9]2. Starting materials: COC(=O)C1=CC=C(C=C1)C(CCC(=O)C1=CC=C(C=C1)OCCCCC)=O (1-(4-methoxycarbonylphenyl)-4-(4-n-pentyloxyphenyl) butane-1,4-dione), P12(=S)SP3(=S)SP(=S)(S1)SP(=S)(S2)S3 (phosphorus pentasulfide), O (water). The solvent is O1CCCC1 (tetrahydrofuran). Run at time 6 hour. Product: C(CCCC)OC1=CC=C(C=C1)C1=CC=C(S1)C1=CC=C(C(=O)OC)C=C1 (methyl 4-[5-(4-n-pentyloxyphenyl)thiophen-2-yl]benzoate). The yield is 146.4%. Reaction SMILES: [CH3:1][O:2][C:3]([C:5]1[CH:10]=[CH:9][C:8]([C:11](=O)[CH2:12][CH2:13][C:14]([C:16]2[CH:21]=[CH:20][C:19]([O:22][CH2:23][CH2:24][CH2:25][CH2:26][CH3:27])=[CH:18][CH:17]=2)=O)=[CH:7][CH:6]=1)=[O:4].P12(SP3(SP(SP(S3)(S1)=S)(=S)S2)=S)=[S:30].O>O1CCCC1>[CH2:23]([O:22][C:19]1[CH:20]=[CH:21][C:16]([C:14]2[S:30][C:11]([C:8]3[CH:9]=[CH:10][C:5]([C:3]([O:2][CH3:1])=[O:4])=[CH:6][CH:7]=3)=[CH:12][CH:13]=2)=[CH:17][CH:18]=1)[CH2:24][CH2:25][CH2:26][CH3:27]. Procedure: A suspension of 1-(4-methoxycarbonylphenyl)-4-(4-n-pentyloxyphenyl) butane-1,4-dione (765 mg) and phosphorus pentasulfide (533 mg) in tetrahydrofuran (10 ml) was stirred for 6 hours at room temperature, poured into water and stirred for 1 hour. The precipitate was collected by filtration, washed with water and dried under reduced pressure to give methyl 4-[5-(4-n-pentyloxyphenyl)thiophen-2-yl]benzoate (668 mg). Reactants: CO, Cc1cccc(OCC2CO2)c1Cl, CC(C)(N)COc1ccc(Cl)nn1. The product is Cc1cccc(OCC(O)CNC(C)(C)COc2ccc(Cl)nn2)c1Cl. Reaction SMILES: [CH3:27][OH:28].[Cl:14][c:15]1[c:16]([O:17][CH2:18][CH:19]2[CH2:20][O:21]2)[cH:22][cH:23][cH:24][c:25]1[CH3:26].[NH2:1][C:2]([CH2:3][O:4][c:5]1[n:6][n:7][c:8]([Cl:11])[cH:9][cH:10]1)([CH3:12])[CH3:13]>>[NH:1]([C:2]([CH2:3][O:4][c:5]1[n:6][n:7][c:8]([Cl:11])[cH:9][cH:10]1)([CH3:12])[CH3:13])[CH2:20][CH:19]([CH2:18][O:17][c:16]1[c:15]([Cl:14])[c:25]([CH3:26])[cH:24][cH:23][cH:22]1)[OH:21]. Reactants: Cl (hydrochloric acid), C(C)(=O)OCC (ethyl acetate), Cl (hydrochloric acid), C(CCCCCCC)OC1=CC=C(C=C1)C(C(=O)O)=O (4-octyloxyphenylglyoxylic acid), Cl.CON (methoxyamine hydrochloride). The solvent is O (water), O1CCCC1 (tetrahydrofuran). Run at time 2 hour. The product is C(CCCCCCC)OC1=CC=C(C=C1)C(C(=O)O)=NOC (2-(4-octyloxyphenyl)-2-methoxyiminoacetic acid). Yield: 55.2%. As a reaction SMILES: [CH2:1]([O:9][C:10]1[CH:15]=[CH:14][C:13]([C:16](=O)[C:17]([OH:19])=[O:18])=[CH:12][CH:11]=1)[CH2:2][CH2:3][CH2:4][CH2:5][CH2:6][CH2:7][CH3:8].Cl.Cl.[CH3:23][O:24][NH2:25].C(OCC)(=O)C>O.O1CCCC1>[CH2:1]([O:9][C:10]1[CH:15]=[CH:14][C:13]([C:16](=[N:25][O:24][CH3:23])[C:17]([OH:19])=[O:18])=[CH:12][CH:11]=1)[CH2:2][CH2:3][CH2:4][CH2:5][CH2:6][CH2:7][CH3:8] |f:2.3|. Procedure details: A solution of 4-octyloxyphenylglyoxylic acid (0.935 g) in a mixture of water (9 ml) and tetrahydrofuran (18 ml) was adjusted to pH 3.5-4 with 1N hydrochloric acid, and methoxyamine hydrochloride (0.337 g) was added thereto at room temperature. The mixture was stirred for 2 hours at room temperature maintaining pH 3.5-4 with 1N hydrochloric acid. The reaction mixture was added to ethyl acetate. The organic layer was separated and dried over magnesium sulfate. The magnesium sulfate was filtered of... The reactants are solution, C(#N)[BH3-].[Na+] (sodium cyanoborohydride), C(C)C1=CC=C(C=C1)C1CC(CN(C1)C(=O)N1CCNCC1)C(=O)NC1=CC=CC=C1 (5-(4-ethylphenyl)-N-phenyl-1-(piperazin-1-ylcarbonyl)piperidine-3-carboxamide), C(C)OC1(CC1)O[Si](C)(C)C ([(1-ethoxycyclopropyl)oxy](trimethyl)silane), C(C)(=O)O (acetic acid), ( Å ). Run in O1CCCC1 (tetrahydrofuran), CO (methanol). The product is C1(CC1)N1CCN(CC1)C(=O)N1CC(CC(C1)C1=CC=C(C=C1)CC)C(=O)NC1=CC=CC=C1 (1-[(4-Cyclopropylpiperazin-1-yl)carbonyl]-5-(4-ethylphenyl)-N-phenylpiperidine-3-carboxamide). Reaction SMILES: C([BH3-])#N.[Na+].[CH2:5]([C:7]1[CH:12]=[CH:11][C:10]([CH:13]2[CH2:18][N:17]([C:19]([N:21]3[CH2:26][CH2:25][NH:24][CH2:23][CH2:22]3)=[O:20])[CH2:16][CH:15]([C:27]([NH:29][C:30]3[CH:35]=[CH:34][CH:33]=[CH:32][CH:31]=3)=[O:28])[CH2:14]2)=[CH:9][CH:8]=1)[CH3:6].C(O[C:39]1(O[Si](C)(C)C)[CH2:41][CH2:40]1)C.C(O)(=O)C>O1CCCC1.CO>[CH:39]1([N:24]2[CH2:25][CH2:26][N:21]([C:19]([N:17]3[CH2:18][CH:13]([C:10]4[CH:11]=[CH:12][C:7]([CH2:5][CH3:6])=[CH:8][CH:9]=4)[CH2:14][CH:15]([C:27]([NH:29][C:30]4[CH:35]=[CH:34][CH:33]=[CH:32][CH:31]=4)=[O:28])[CH2:16]3)=[O:20])[CH2:22][CH2:23]2)[CH2:41][CH2:40]1 |f:0.1|. Reported procedure: At RT, 898 μl of a 1-molar solution of sodium cyanoborohydride in tetrahydrofuran were added to a solution of 94 mg (0.20 mmol) of 5-(4-ethylphenyl)-N-phenyl-1-(piperazin-1-ylcarbonyl)piperidine-3-carboxamide, 241 μl (1.20 mmol, 6 eq.) of [(1-ethoxycyclopropyl)oxy](trimethyl)silane, 35 μl (0.62 mmol, 3.1 eq.) of acetic acid and 115 mg of molecular sieves (4 {acute over (Å)}) in 1 ml of methanol. The reaction mixture was stirred under reflux for 5 h and then filtered and adjusted to pH 8 using a ...